This data is from the Open Reaction Database (ORD), a public repository of structured organic reaction records. The task is: describe an organic reaction: reactants, conditions, products, and yield Reactants: C(O)[P+](CO)(CO)CO.[Cl-] (THPC), CNC(=O)NC (1,3-dimethylurea), C1(=CC=CC=C1)C (toluene). Solvent: O (water), O (water). Product: [Cl-].CN(C(=O)NC)C[P+](CN(C(=O)NC)C)(CN(C(=O)NC)C)CN(C(=O)NC)C (tetrakis(1,3-dimethylureidomethyl)phosphonium chloride). The yield is 97.2%. Reaction SMILES: [CH2:1]([P+:3]([CH2:8]O)([CH2:6]O)[CH2:4]O)O.[Cl-:10].[CH3:11][NH:12][C:13]([NH:15][CH3:16])=[O:14].C1(C)C=CC=CC=1>O>[Cl-:10].[CH3:11][N:12]([CH2:8][P+:3]([CH2:1][N:12]([CH3:11])[C:13]([NH:15][CH3:16])=[O:14])([CH2:4][N:12]([CH3:11])[C:13]([NH:15][CH3:16])=[O:14])[CH2:6][N:12]([CH3:11])[C:13]([NH:15][CH3:16])=[O:14])[C:13]([NH:15][CH3:16])=[O:14] |f:0.1,5.6|. Reported procedure: A mixture of THPC (9.53 g, 0.05 mol), 1,3-dimethylurea (17.62 g, 0.20 mol), and toluene (75 ml) was heated to reflux in an apparatus fitted with a Dean-Stark trap for azeotropic removal of the water. The mixture was held at reflux until the evolution of water ceased; 3.7 ml (0.20 mol) was collected in 1 hr., and no more passed over in the next hr. The product, which had separated during the reaction as a mass of white solids, was broken up, triturated under toluene, filtered, and dried, giving 2... Starting materials: TEA, ClC=1C(=NC(=NC1)NC1=C(C=C(C(=C1)C)C1CCNCC1)F)NC1=NNC(=C1)C (5-chloro-N2-(2-fluoro-5-methyl-4-(piperidin-4-yl)phenyl)-N4-(5-methyl-1H-pyrazol-3-yl)pyrimidine-2,4-diamine), BrCCO (2-bromo-ethanol). The solvent is CN(C)C=O (DMF), CN(C)C=O (DMF). Run at temperature 100 celsius. Yields the product ClC=1C(=NC(=NC1)NC1=CC(=C(C=C1F)C1CCN(CC1)CCO)C)NC1=NNC(=C1)C (2-(4-(4-(5-chloro-4-(5-methyl-1H-pyrazol-3-ylamino)pyrimidin-2-ylamino)-5-fluoro-2-methylphenyl)piperidin-1-yl)ethanol). Reaction SMILES: [Cl:1][C:2]1[C:3]([NH:23][C:24]2[CH:28]=[C:27]([CH3:29])[NH:26][N:25]=2)=[N:4][C:5]([NH:8][C:9]2[CH:14]=[C:13]([CH3:15])[C:12]([CH:16]3[CH2:21][CH2:20][NH:19][CH2:18][CH2:17]3)=[CH:11][C:10]=2[F:22])=[N:6][CH:7]=1.Br[CH2:31][CH2:32][OH:33]>CN(C=O)C>[Cl:1][C:2]1[C:3]([NH:23][C:24]2[CH:28]=[C:27]([CH3:29])[NH:26][N:25]=2)=[N:4][C:5]([NH:8][C:9]2[C:10]([F:22])=[CH:11][C:12]([CH:16]3[CH2:17][CH2:18][N:19]([CH2:31][CH2:32][OH:33])[CH2:20][CH2:21]3)=[C:13]([CH3:15])[CH:14]=2)=[N:6][CH:7]=1. Procedure details: 5-chloro-N2-(2-fluoro-5-methyl-4-(piperidin-4-yl)phenyl)-N4-(5-methyl-1H-pyrazol-3-yl)pyrimidine-2,4-diamine (0.12 mmol) was dissolved in anhydrous DMF (1 mL). TEA (50 uL, 0.36 mmol, 3 equiv.) was added followed by 2-bromo-ethanol (0.018 mL, 0.24 mmol, 2 equiv.) dissolved in anhydrous DMF (0.7 mL). The reaction vessel was sealed and heated in a microwave at 100° C. for 20 min. After cooling to room temperature, the reaction was concentrated and the crude product was purified using preparative RP...